Dataset: the Open Reaction Database (ORD), a public repository of structured organic reaction records. Task: describe an organic reaction: reactants, conditions, products, and yield Reactants: C(N)(OCC)=O (ethyl carbamate), C(C1CO1)OCC(CCCC)CC (2-ethylhexyl glycidyl ether), 0, C(CCCCCCCCCCC)(=O)[O-].C(CCCCCCCCCCC)(=O)[O-].C(CCC)[Sn+2]CCCC (di-n-butyltin dilaurate). Reagents/catalysts: CN(C)CC1=CC=CC=C1 (N, N-dimethylbenzylamine). Conditions: temperature 160 celsius. Yields the product C(C)C(COCC1CNC(O1)=O)CCCC (5-(2-ethylhexyl) oxymethyl-2-oxazolidinone). Isolated yield 88.0%. As a reaction SMILES: [C:1](=[O:6])([O:3][CH2:4][CH3:5])[NH2:2].C([O:11][CH2:12][CH:13]([CH2:18][CH3:19])[CH2:14][CH2:15][CH2:16][CH3:17])C1OC1.[C:20]([O-])(=O)CCCCCCCCCCC.C([O-])(=O)CCCCCCCCCCC.C([Sn+2]CCCC)CCC>CN(CC1C=CC=CC=1)C>[CH2:18]([CH:13]([CH2:14][CH2:15][CH2:16][CH3:17])[CH2:12][O:11][CH2:5][CH:4]1[O:3][C:1](=[O:6])[NH:2][CH2:20]1)[CH3:19] |f:2.3.4|. Procedure: 8.9 g (0.10 mole) of ethyl carbamate was dissolved in 18.6 g (0.10 mole) of 2-ethylhexyl glycidyl ether. After adding 0.41 g of N, N-dimethylbenzylamine and 0 63 g of di-n-butyltin dilaurate, the solution was heated at 160° C. for 1 hour while blowing nitrogen gas into the reaction mixture. The product was distilled under reduced pressure to give 20.0 g (88% of theory) of 5-(2-ethylhexyl) oxymethyl-2-oxazolidinone. The reactants are N1N=C(C2=CC=CC=C12)C(=O)O (3-Indazolecarboxylic acid), BrC1=C(C(=O)O)C(=CC=C1)OC (2-bromo-6-methoxybenzoic acid), C([O-])([O-])=O.[K+].[K+] (potassium carbonate). Reagents/catalysts: [Cu]=O (copper(II) oxide). The product is C(=O)(O)C1=C(C=CC=C1OC)N1N=C(C2=CC=CC=C12)C(=O)O (1-(2-carboxy-3-methoxyphenyl)-3-indazolecarboxylic acid). Yield: 36.5%. Reaction SMILES: [NH:1]1[C:9]2[C:4](=[CH:5][CH:6]=[CH:7][CH:8]=2)[C:3]([C:10]([OH:12])=[O:11])=[N:2]1.Br[C:14]1[CH:22]=[CH:21][CH:20]=[C:19]([O:23][CH3:24])[C:15]=1[C:16]([OH:18])=[O:17].C(=O)([O-])[O-].[K+].[K+]>[Cu]=O>[C:16]([C:15]1[C:19]([O:23][CH3:24])=[CH:20][CH:21]=[CH:22][C:14]=1[N:1]1[C:9]2[C:4](=[CH:5][CH:6]=[CH:7][CH:8]=2)[C:3]([C:10]([OH:12])=[O:11])=[N:2]1)([OH:18])=[O:17] |f:2.3.4|. Procedure details: 3-Indazolecarboxylic acid (1.16 g), 0.81 g of 2-bromo-6-methoxybenzoic acid [described in Chem. Ber., 107, 3874 (1974)], 0.79 g of potassium carbonate and 0.04 g of copper(II) oxide were subjected to reaction in the same manner as in Example 1 to obtain 0.40 g (25.6%) of 1-(2-carboxy-3-methoxyphenyl)-3-indazolecarboxylic acid. The reactants are C1CCOC1, COC(=O)C(NC(=O)c1ccc(NC(=O)OCc2ccccc2)c(C)c1)C(C)O. Product: COC(=O)C1N=C(c2ccc(NC(=O)OCc3ccccc3)c(C)c2)OC1C. RXN SMILES: [CH2:30]1[O:31][CH2:32][CH2:33][CH2:34]1.[CH3:1][O:2][C:3]([CH:4]([NH:5][C:6]([c:7]1[cH:8][c:9]([CH3:24])[c:10]([NH:13][C:14](=[O:15])[O:16][CH2:17][c:18]2[cH:19][cH:20][cH:21][cH:22][cH:23]2)[cH:11][cH:12]1)=[O:25])[CH:26]([OH:27])[CH3:28])=[O:29]>>[CH3:1][O:2][C:3]([CH:4]1[N:5]=[C:6]([c:7]2[cH:8][c:9]([CH3:24])[c:10]([NH:13][C:14](=[O:15])[O:16][CH2:17][c:18]3[cH:19][cH:20][cH:21][cH:22][cH:23]3)[cH:11][cH:12]2)[O:25][CH:26]1[CH3:28])=[O:29]. Reactants: FC(C1=C(C(=NO1)C1=CC=C(S1)C(=O)O)C)F (5-(5-Difluoromethyl-4-methyl-isoxazol-3-yl)-thiophene-2-carboxylic acid), N1CCCCC1 (piperidine). Product: FC(C1=C(C(=NO1)C1=CC=C(S1)C(=O)N1CCCCC1)C)F ([5-(5-Difluoromethyl-4-methyl-isoxazol-3-yl)-thiophen-2-yl]piperidin-1-yl-methanone). Yield: 66.0%. RXN SMILES: [F:1][CH:2]([F:17])[C:3]1[O:7][N:6]=[C:5]([C:8]2[S:12][C:11]([C:13]([OH:15])=O)=[CH:10][CH:9]=2)[C:4]=1[CH3:16].[NH:18]1[CH2:23][CH2:22][CH2:21][CH2:20][CH2:19]1>>[F:17][CH:2]([F:1])[C:3]1[O:7][N:6]=[C:5]([C:8]2[S:12][C:11]([C:13]([N:18]3[CH2:23][CH2:22][CH2:21][CH2:20][CH2:19]3)=[O:15])=[CH:10][CH:9]=2)[C:4]=1[CH3:16]. Reported procedure: Prepared from 5-(5-Difluoromethyl-4-methyl-isoxazol-3-yl)-thiophene-2-carboxylic acid (Preparative Example 26) and piperidine by the method described in Example 2 Method B. The reaction mixture was evaporated in vacuo, then chromatographed on silica gel with EtOAc/hexanes (30 then 40%) as eluant to afford product as a colorless solid (54 mg, 66%). 1H NMR (CDCl3) 1.65-1.72 (6, 3H), 2.34 (s, 3H), 3.67-3.70 (m, 4H), 6.80 (t, J=53.2, 1H), 7.30 (d, J=4.0, 1H), 7.43 (d, J=3.5, 1H). 13C NMR 7.7, 24.7, ... Starting materials: Cc1ccc(N)cc1, Ic1ccccn1. Reagents/catalysts: CCN=P(N=P(N(C)C)(N(C)C)N(C)C)(N(C)C)N(C)C (P2Et), CC(C)c1cc(C(C)C)c(-c2ccccc2P(C2CCCCC2)(C2CCCCC2)->[Pd]2(OS(=O)(=O)C(F)(F)F)<-Nc3ccccc3-c3ccccc32)c(C(C)C)c1 (XPhos). Run in CS(=O)C (DMSO), CS(=O)C (DMSO), CS(=O)C (DMSO), CS(=O)C (DMSO), CS(=O)C (DMSO). Conditions: temperature 60 celsius, time 16 hour. Yields the product Cc1ccc(Nc2ccccn2)cc1. Isolated yield 21.3%. Procedure: These solutions were added to a 384-
well source plate (80 µL per well). The Mosquito HTS liquid handling robot was used to dose
each of these solutions (200 nL each) into a 1536-well plate. The reactants are O1CCCC1 (tetrahydrofuran), FC1=NC=CC=C1N1N=NC(=C1C)C=1C=C2CC(C(C2=CC1)=O)OC(=O)C (1-(2-fluoropyridine-3-yl)-4-(1-oxo-2-methylcarbonyloxy-indane-5-yl)-5-methyl-1H-[1,2,3]triazole). Reagents/catalysts: [OH-].[Na+] (sodium hydroxide). The solvent is C(Cl)(Cl)Cl (chloroform). Reaction conditions: time 1 hour. Yields the product FC1=NC=CC=C1N1N=NC(=C1C)C=1C(=C2CCC(C2=CC1)=O)O (1-(2-fluoropyridine-3-yl)-4-(1-oxo-4-hydroxy-indane-5-yl)-5-methyl-1H-[1,2,3]triazole). As a reaction SMILES: [O:1]1CCCC1.[F:6][C:7]1[C:12]([N:13]2[C:17]([CH3:18])=[C:16]([C:19]3[CH:20]=[C:21]4[C:25](=[CH:26][CH:27]=3)[C:24](=[O:28])[CH:23](OC(C)=O)[CH2:22]4)[N:15]=[N:14]2)=[CH:11][CH:10]=[CH:9][N:8]=1>[OH-].[Na+].C(Cl)(Cl)Cl>[F:6][C:7]1[C:12]([N:13]2[C:17]([CH3:18])=[C:16]([C:19]3[C:20]([OH:1])=[C:21]4[C:25](=[CH:26][CH:27]=3)[C:24](=[O:28])[CH2:23][CH2:22]4)[N:15]=[N:14]2)=[CH:11][CH:10]=[CH:9][N:8]=1 |f:2.3|. Procedure: Three drops of 2 M sodium hydroxide aqueous solution was added at room temperature to 1 ml solution of tetrahydrofuran with 6 mg of 1-(2-fluoropyridine-3-yl)-4-(1-oxo-2-methylcarbonyloxy-indane-5-yl)-5-methyl-1H-[1,2,3]triazole, obtained in Example 45. After stirring at room temperature for 1 hour, the resultant was diluted with chloroform, washed with water and saturated saline solution, and dried with anhydrous sodium sulfate. The solvents were distilled outunder reduced pressure, and the obta...